From a dataset of the Open Reaction Database (ORD), a public repository of structured organic reaction records. describe an organic reaction: reactants, conditions, products, and yield Reactants: S(=O)(Cl)Cl (Thionyl chloride), C(CCC1=CC=CC=C1)(=O)O (hydrocinnamic acid), N1=CC=CC=C1 (pyridine). Run at temperature 150 celsius, time 3 hour. Product: S1C(=CC2=C1C=CC=C2)C(=O)O (benzothiophene-2-carboxylic acid). As a reaction SMILES: [S:1](Cl)(Cl)=O.[C:5]([OH:15])(=[O:14])[CH2:6][CH2:7][C:8]1[CH:13]=[CH:12][CH:11]=[CH:10][CH:9]=1.N1C=CC=CC=1>>[S:1]1[C:13]2[CH:12]=[CH:11][CH:10]=[CH:9][C:8]=2[CH:7]=[C:6]1[C:5]([OH:15])=[O:14]. Procedure details: Thionyl chloride (5 eq.) was added dropwise to a round-bottom flask containing a mixture of hydrocinnamic acid (1 eq.) and pyridine (0.1 eq.) heated to 150° C. TLC after 3 h showed complete consumption of starting material. The reaction mixture was cooled to it and water (10 vol), 35% HCl (1 vol.), and THF (15 vol) were added and the mixture heated at 60° C. for 30 minutes. After 30 minutes, the THF was removed in vacuo and the obtained precipitate was filtered, dissolved in a 3:1 water:ethanol ... Run at temperature 40 celsius, time 3 hour. Yields the product C(C)(=O)OC[C@@H](C)N1C(C2=CC=CC(=C2C=C1)[N+](=O)[O-])=O ((R)-2-(5-Nitro-1-oxoisoquinolin-2(1H)-yl)propyl acetate). Procedure: A mixture of 5-nitro-isochromen-1-one (6.81 g, 0.0320 mol), (2R)-2-Aminopropan-1-ol (5.0 mL, 0.064 mol) and methanol (210 mL, 5.1 mol) was heated at reflux for 1 hour. 10 ml of Triethylamine was added and the reaction temperature was lowered to 60° C. and stirred at this temperature for 3 hours. LC-MS analysis showed the starting material was consumed. The reaction mixture was reduced in vacuo and the reaction flask was placed under high vacuum for 1 hour. The black residue was taken up in a mix... Reactants: [N+](=O)([O-])C1=C2C=COC(C2=CC=C1)=O (5-nitro-isochromen-1-one), N[C@@H](CO)C ((2R)-2-Aminopropan-1-ol), CO (methanol), starting material, C(C)(=O)Cl (acetyl chloride), C(C)(C)N(C(C)C)CC (N,N-diisopropylethylamine), unreacted material, C(Cl)Cl (methylene chloride), CN(C=O)C (N,N-dimethylformamide), C(C)(=O)Cl (Acetyl chloride), C(C)(C)N(C(C)C)CC (N,N-diisopropylethylamine), C(C)(=O)Cl (acetyl chloride), C(C)(C)NC(C)C (N,N-Diisopropylamine). Run in C(C)N(CC)CC (Triethylamine), C(C)(=O)OCC (ethyl acetate). As a reaction SMILES: [N+:1]([C:4]1[CH:13]=[CH:12][CH:11]=[C:10]2[C:5]=1[CH:6]=[CH:7]O[C:9]2=[O:14])([O-:3])=[O:2].[NH2:15][C@H:16]([CH3:19])[CH2:17][OH:18].CO.C(Cl)Cl.CN(C)C=O.[C:30](Cl)(=[O:32])[CH3:31].C(N(CC)C(C)C)(C)C.C(NC(C)C)(C)C>C(OCC)(=O)C.C(N(CC)CC)C>[C:30]([O:18][CH2:17][C@H:16]([N:15]1[CH:7]=[CH:6][C:5]2[C:10](=[CH:11][CH:12]=[CH:13][C:4]=2[N+:1]([O-:3])=[O:2])[C:9]1=[O:14])[CH3:19])(=[O:32])[CH3:31]. As a reaction SMILES: [CH2:1]([N:3]1[CH:8]=[C:7]([Br:9])[N:6]=[C:5](Br)[C:4]1=[O:11])[CH3:2].[NH3:12]>O1CCOCC1>[CH2:1]([N:3]1[CH:8]=[C:7]([Br:9])[N:6]=[C:5]([NH2:12])[C:4]1=[O:11])[CH3:2]. Solvent: O1CCOCC1 (dioxane). Product: C(C)N1C(C(=NC(=C1)Br)N)=O (1-ethyl-3-amino-5-bromo-pyrazin-2-one). Procedure details: A mixture of 4.6 g of 1-ethyl-3,5-dibromopyrazin-2-one, 9.6 ml of dioxane and 6.4 ml of 30% ammonia is stirred at 20°-25° C. for 15 hours. The product is filtered off and washed with alcohol and ether to give 1.3 g of 1-ethyl-3-amino-5-bromo-pyrazin-2-one with a melting point of 227°-230° C. Reactants: C(C)N1C(C(=NC(=C1)Br)Br)=O (1-ethyl-3,5-dibromopyrazin-2-one), N (ammonia). Run at time 15 hour. Starting materials: C(C)(C)(C)OC(N[C@@H]1C[C@H](CC1)N1C(=NC2=C1C=CC(=C2)C)C)=O (trans-[3-(2,5-dimethyl-benzoimidazol-1-yl)-cyclopentyl]-carbamic acid tert-butyl ester), CO (methanol), Cl (HCl). Solvent: O1CCOCC1 (dioxane). Reaction conditions: time 15 minute. The product is Cl.CC1=NC2=C(N1[C@@H]1C[C@H](CC1)N)C=CC(=C2)C (trans-3-(2,5-dimethyl-benzoimidazol-1-yl)-cyclopentylamine hydrochloride salt), powder. RXN SMILES: C(OC(=O)[NH:7][C@H:8]1[CH2:12][CH2:11][C@H:10]([N:13]2[C:17]3[CH:18]=[CH:19][C:20]([CH3:22])=[CH:21][C:16]=3[N:15]=[C:14]2[CH3:23])[CH2:9]1)(C)(C)C.CO.[ClH:27]>O1CCOCC1>[ClH:27].[CH3:23][C:14]1[N:13]([C@H:10]2[CH2:11][CH2:12][C@H:8]([NH2:7])[CH2:9]2)[C:17]2[CH:18]=[CH:19][C:20]([CH3:22])=[CH:21][C:16]=2[N:15]=1 |f:4.5|. Reported procedure: The trans-[3-(2,5-dimethyl-benzoimidazol-1-yl)-cyclopentyl]-carbamic acid tert-butyl ester prepared above (320 mg, 0.95 mmol) was dissolved in HCl (4M) in dioxane (5.0 mL) and the solution was stirred for 15 minutes. Solids came out of solution and 1 mL of methanol was added to dissolve the precipitate. Stirring was continued for 60 minutes and the reaction mixture was evaporated to a sticky solid which was stirred with ethyl ether. The resulting solid was filtered to provide trans-3-(2,5-dimeth... The reactants are ClCCCl, CCOC(C)=O, CCN(C(C)C)C(C)C, ClCCl, Nc1cccc([N+](=O)[O-])c1, On1nnc2ccccc21, C=CC(=O)O. The product is C=CC(=O)Nc1cccc([N+](=O)[O-])c1. RXN SMILES: [CH2:11]([Cl:12])[CH2:13][Cl:14].[CH3:42][CH2:43][O:44][C:45]([CH3:46])=[O:47].[CH:25]([N:26]([CH2:27][CH3:28])[CH:29]([CH3:30])[CH3:31])([CH3:32])[CH3:33].[Cl:39][CH2:40][Cl:41].[N+:1](=[O:2])([O-:3])[c:4]1[cH:5][c:6]([NH2:7])[cH:8][cH:9][cH:10]1.[OH:15][n:16]1[c:17]2[c:18]([cH:19][cH:20][cH:21][cH:22]2)[n:23][n:24]1.[OH:34][C:35](=[O:36])[CH:37]=[CH2:38]>>[N+:1](=[O:2])([O-:3])[c:4]1[cH:5][c:6]([NH:7][C:35](=[O:34])[CH:37]=[CH2:38])[cH:8][cH:9][cH:10]1. The reactants are CI, CN(C)C=O, CCOC(C)=O, [H-], Nc1cc2ccccc2cc1N, [Na+]. The product is CNc1cc2ccccc2cc1N. As a reaction SMILES: [CH3:15][I:16].[CH3:17][N:18]([CH3:19])[CH:20]=[O:21].[CH3:22][CH2:23][O:24][C:25](=[O:26])[CH3:27].[H-:13].[NH2:1][c:2]1[cH:3][c:4]2[cH:5][cH:6][cH:7][cH:8][c:9]2[cH:10][c:11]1[NH2:12].[Na+:14]>>[NH2:1][c:2]1[cH:3][c:4]2[cH:5][cH:6][cH:7][cH:8][c:9]2[cH:10][c:11]1[NH:12][CH3:15].